Dataset: the Open Reaction Database (ORD), a public repository of structured organic reaction records. Task: describe an organic reaction: reactants, conditions, products, and yield Starting materials: CN, O=C(Cl)c1ccccc1I, C1CCOC1. The product is CNC(=O)c1ccccc1I. RXN SMILES: [CH3:1][NH2:2].[I:3][c:4]1[c:5]([C:6](=[O:7])[Cl:8])[cH:9][cH:10][cH:11][cH:12]1.[O:13]1[CH2:14][CH2:15][CH2:16][CH2:17]1>>[CH3:1][NH:2][C:6]([c:5]1[c:4]([I:3])[cH:12][cH:11][cH:10][cH:9]1)=[O:7].